The task is: describe an organic reaction: reactants, conditions, products, and yield. This data is from the Open Reaction Database (ORD), a public repository of structured organic reaction records. Starting materials: CC1=CC(=C(C(=O)O)C=C1)NC(C(F)(F)F)=O (4-methyl-2-trifluoroaceta-mido-benzoic acid), C(C1=CC=CC=C1)N1CCC(CC1)O (1-benzyl-4-hydroxy-piperidine), Cl.C(C)N=C=NCCCN(C)C (N-ethyl-N'-(3-dimethylaminopropyl)-carbodiimide hydrochloride), CN(C)C1=NC=CC=C1 (dimethylaminopyridine). The solvent is CN(C=O)C (dimethylformamide). Reaction conditions: time 2 hour. Yields the product CC1=CC(=C(C(=O)OC2CCN(CC2)CC2=CC=CC=C2)C=C1)NC(C(F)(F)F)=O (1-benzyl-piperidin-4-yl 4-methyl-2-trifluoroacetamido-benzoate). Isolated yield 66.7%. As a reaction SMILES: [CH3:1][C:2]1[CH:10]=[CH:9][C:5]([C:6]([OH:8])=[O:7])=[C:4]([NH:11][C:12](=[O:17])[C:13]([F:16])([F:15])[F:14])[CH:3]=1.CN(C1C=CC=CN=1)C.[CH2:27]([N:34]1[CH2:39][CH2:38][CH:37](O)[CH2:36][CH2:35]1)[C:28]1[CH:33]=[CH:32][CH:31]=[CH:30][CH:29]=1.Cl.C(N=C=NCCCN(C)C)C>CN(C)C=O>[CH3:1][C:2]1[CH:10]=[CH:9][C:5]([C:6]([O:8][CH:37]2[CH2:36][CH2:35][N:34]([CH2:27][C:28]3[CH:33]=[CH:32][CH:31]=[CH:30][CH:29]=3)[CH2:39][CH2:38]2)=[O:7])=[C:4]([NH:11][C:12](=[O:17])[C:13]([F:14])([F:15])[F:16])[CH:3]=1 |f:3.4|. Procedure details: 1.12 g (0.00453 mol) of 4-methyl-2-trifluoroaceta-mido-benzoic acid were dissolved in 23 ml of dimethylformamide, treated with 0.277 g (0.00227 mol) of dimethylaminopyridine and cooled to 00. 0.867 g (0.00453 mol) of 1-benzyl-4-hydroxy-piperidine and 0.955 g (0.005 mol) of N-ethyl-N'-(3-dimethylaminopropyl)-carbodiimide hydrochloride were added and the mixture was stirred at 0° for 2 hrs. Thereafter, the mixture was warmed to room temperature. The mixture was stirred at room temperature for 48 h... Starting materials: C(C)(=O)O[C@@H]1[C@]2(C)[C@@H](CC1=COCC)[C@@H]1CCC=3C=C(C=CC3[C@H]1CC2)OCC2=CC=CC=C2 (3-Benzyloxy-16-(ethoxymethylidene)estra-1,3,5(10)-trien-17β-yl acetate), C(=O)(O)[O-].[Na+] (NaHCO3). Reagents/catalysts: Cl (HCl), O (H2O). Run in C1CCOC1 (THF). Yields the product C(C)(=O)O[C@@H]1[C@]2(C)[C@@H](C[C@H]1C=O)[C@@H]1CCC=3C=C(C=CC3[C@H]1CC2)OCC2=CC=CC=C2 (3-Benzyloxy-16α-formylestra-1,3,5(10)-trien-17β-yl acetate). Yield: 56.4%. Reaction SMILES: [C:1]([O:4][C@H:5]1[C:10](=[CH:11][O:12]CC)[CH2:9][C@H:8]2[C@H:15]3[C@H:24]([CH2:25][CH2:26][C@:6]12[CH3:7])[C:23]1[CH:22]=[CH:21][C:20]([O:27][CH2:28][C:29]2[CH:34]=[CH:33][CH:32]=[CH:31][CH:30]=2)=[CH:19][C:18]=1[CH2:17][CH2:16]3)(=[O:3])[CH3:2].C([O-])(O)=O.[Na+]>C1COCC1.Cl.O>[C:1]([O:4][C@H:5]1[C@H:10]([CH:11]=[O:12])[CH2:9][C@H:8]2[C@H:15]3[C@H:24]([CH2:25][CH2:26][C@:6]12[CH3:7])[C:23]1[CH:22]=[CH:21][C:20]([O:27][CH2:28][C:29]2[CH:30]=[CH:31][CH:32]=[CH:33][CH:34]=2)=[CH:19][C:18]=1[CH2:17][CH2:16]3)(=[O:3])[CH3:2] |f:1.2|. Procedure details: A solution of 183 mg (0.397 mmol) of 4 in THF (1.5 mL) with 4 drops of 10% aqueous HCl and 2 drops of H2O was stirred at rt for 6 h. Reaction was poured into saturated aqueous NaHCO3 (100 mL) and extracted with CH2Cl2 (3×, 75 mL). Combined organic extracts were dried over Na2SO4 and concentrated in vacuo. Purification of the residue by repeated (3×) flash chromatography on a 2×15 cm column of silica gel using hexanes/acetone (6:1) as eluent gave 96.9 mg (56%) of 5 as a white solid. Data for 5: T... The reactants are N1C(=O)C(=O)C2=CC=CC=C12 (isatin), C(CC(=O)O)(=O)O.C(C)[K] (ethyl potassium malonate), C(C)(=O)OCC.CCCCCC (ethyl acetate hexane). Run in C(C)O.N1=CC=CC=C1.C(C)(=O)O (ethanol pyridine acetic acid). Run at temperature 10 celsius. Product: N1C=CC2=CC=CC=C12 (Indole). Reaction SMILES: [NH:1]1[C:11]2[C:6](=[CH:7][CH:8]=[CH:9][CH:10]=2)[C:4](=O)[C:2]1=O.C(O)(=O)CC(O)=O.C([K])C.C(OCC)(=O)C.CCCCCC>C(O)C.N1C=CC=CC=1.C(O)(=O)C>[NH:1]1[C:11]2[C:6](=[CH:7][CH:8]=[CH:9][CH:10]=2)[CH:4]=[CH:2]1 |f:1.2,3.4,5.6.7|. Procedure details: The corresponding isatin 1a-1d (10 mmol) was dissolved in a mixture of ethanol/pyridine/acetic acid (50 ml, 15:5:2), ethyl potassium malonate (1.87 g, 11 mmol) was added and the mixture was heated under reflux in accordance with the times stated in the table. The course of the reaction was monitored by means of TLC (eluent: ethyl acetate/hexane 1:1). For working up, the solvent mixture was distilled off in vacuo. The residue was taken up in ethyl acetate (50 ml) and the mixture was extracted by ...